Dataset: the Open Reaction Database (ORD), a public repository of structured organic reaction records. Task: describe an organic reaction: reactants, conditions, products, and yield The reactants are C[Si](C)(C)[N-][Si](C)(C)C.[Na+] (sodium bis(trimethylsily)amide), ice, C(C1=CC=CC=C1)OC(=O)N[C@@H]1[C@H]([C@]2(C[C@H](CO2)C2=C(C=CC(=C2)N2C(=NC=C2)C(F)(F)F)OC)CC1)C1=CC=C(C=C1)F ((3S,5R,6R,7S)-7-(benzyloxycarbonylamino)-6-(4-fluorophenyl)-3-(2-methoxy-5-(2-(trifluoromethyl)imidazol-1-yl)phenyl)-1-oxaspiro[4.4]nonane), IC (iodomethane), C(C)(=O)OCC (ethyl acetate). Solvent: C1CCOC1 (THF), C1CCOC1 (THF). Conditions: temperature 0 celsius, time 15 minute. Yields the product C(C1=CC=CC=C1)OC(=O)CN[C@@H]1[C@H]([C@]2(C[C@H](CO2)C2=C(C=CC(=C2)N2C(=NC=C2)C(F)(F)F)OC)CC1)C1=CC=C(C=C1)F ((3S,5R,6R,7S)-7-(N-(Benzyloxycarbonyl)methylamino)-6-(4-fluorophenyl)-3-(2-methoxy-5-(2-(trifluoromethyl)imidazol-1-yl)phenyl)-1-oxaspiro[4.4]nonane), mixture. Reaction SMILES: C[Si]([N-][Si](C)(C)C)(C)C.[Na+].C(OC([NH:21][C@H:22]1[CH2:47][CH2:46][C@:24]2([O:28][CH2:27][C@H:26]([C:29]3[CH:34]=[C:33]([N:35]4[CH:39]=[CH:38][N:37]=[C:36]4[C:40]([F:43])([F:42])[F:41])[CH:32]=[CH:31][C:30]=3[O:44][CH3:45])[CH2:25]2)[C@@H:23]1[C:48]1[CH:53]=[CH:52][C:51]([F:54])=[CH:50][CH:49]=1)=O)C1C=CC=CC=1.IC.[C:57]([O:60][CH2:61][CH3:62])(=[O:59])[CH3:58]>C1COCC1>[CH2:61]([O:60][C:57]([CH2:58][NH:21][C@H:22]1[CH2:47][CH2:46][C@:24]2([O:28][CH2:27][C@H:26]([C:29]3[CH:34]=[C:33]([N:35]4[CH:39]=[CH:38][N:37]=[C:36]4[C:40]([F:42])([F:43])[F:41])[CH:32]=[CH:31][C:30]=3[O:44][CH3:45])[CH2:25]2)[C@@H:23]1[C:48]1[CH:49]=[CH:50][C:51]([F:54])=[CH:52][CH:53]=1)=[O:59])[C:62]1[CH:46]=[CH:47][CH:22]=[CH:23][CH:24]=1 |f:0.1|. Procedure details: A THF solution of sodium bis(trimethylsily)amide (0.059 mL, 1.0M, 0.059 mmol) was added to an ice-cooled solution of (3S,5R,6R,7S)-7-(benzyloxycarbonylamino)-6-(4-fluorophenyl)-3-(2-methoxy-5-(2-(trifluoromethyl)imidazol-1-yl)phenyl)-1-oxaspiro[4.4]nonane (30 mg, 0.049 mmol) in 0.50 mL of dry THF. After stirring for 15 minutes at 0° C., iodomethane (0.0037 mL, 8.4 mg, 0.059 mmol) was added. The mixture was stirred at 0° C., then allowed to warm up to RT for 3 h. The reaction was diluted in 20 mL...